Task: describe an organic reaction: reactants, conditions, products, and yield. Dataset: the Open Reaction Database (ORD), a public repository of structured organic reaction records Starting materials: Cc1ccc(-c2nc(-c3ccc(CO)cc3)no2)cc1, ClCCl, O=[Cr](=O)([O-])Cl, c1cc[nH+]cc1. Product: Cc1ccc(-c2nc(-c3ccc(C=O)cc3)no2)cc1. As a reaction SMILES: [CH3:12][c:13]1[cH:14][cH:15][c:16](-[c:19]2[n:20][c:21](-[c:24]3[cH:25][cH:26][c:27]([CH2:30][OH:31])[cH:28][cH:29]3)[n:22][o:23]2)[cH:17][cH:18]1.[Cl:32][CH2:33][Cl:34].[O:1]=[Cr:2]([Cl:3])([O-:4])=[O:5].[nH+:6]1[cH:7][cH:8][cH:9][cH:10][cH:11]1>>[CH3:12][c:13]1[cH:14][cH:15][c:16](-[c:19]2[n:20][c:21](-[c:24]3[cH:25][cH:26][c:27]([CH:30]=[O:31])[cH:28][cH:29]3)[n:22][o:23]2)[cH:17][cH:18]1. Reactants: ( 2 ), S(O)(O)(=O)=O (sulfuric acid), CC=1N=C(SC1C(=O)OCC)C1=CC(=C(C=C1)OC=C(C)C)N1N=NN=C1 (ethyl 4-methyl-2-{4-[(2-methylpropen-1-yl)oxy]-3-(1H-1,2,3,4-tetrazol-1-yl)phenyl}-1,3-thiazole-5-carboxylate), O (water). Run in C(C)(=O)OCC (ethyl acetate). Reaction conditions: temperature 80 celsius, time 4 hour. Product: OC(COC1=C(C=C(C=C1)C=1SC(=C(N1)C)C(=O)OCC)N1N=NN=C1)(C)C (ethyl 2-[4-(2-hydroxy-2-methylpropoxy)-3-(1H-1,2,3,4-tetrazol-1-yl)phenyl]-4-methyl-1,3-thiazole-5-carboxylate). RXN SMILES: S(=O)(=O)(O)O.[CH3:6][C:7]1[N:8]=[C:9]([C:17]2[CH:22]=[CH:21][C:20]([O:23][CH:24]=[C:25]([CH3:27])[CH3:26])=[C:19]([N:28]3[CH:32]=[N:31][N:30]=[N:29]3)[CH:18]=2)[S:10][C:11]=1[C:12]([O:14][CH2:15][CH3:16])=[O:13].[OH2:33]>C(OCC)(=O)C>[OH:33][C:25]([CH3:27])([CH3:26])[CH2:24][O:23][C:20]1[CH:21]=[CH:22][C:17]([C:9]2[S:10][C:11]([C:12]([O:14][CH2:15][CH3:16])=[O:13])=[C:7]([CH3:6])[N:8]=2)=[CH:18][C:19]=1[N:28]1[CH:32]=[N:31][N:30]=[N:29]1. Reported procedure: A solution was prepared by dissolving 33.1 mg of ethyl 2-[4-hydroxy-3-(1H-1,2,3,4-tetrazol-1-yl)phenyl]-4-methyl-1,3-thiazole-5-carboxylate in 1.0 mL of dimethylformamide. A reaction mixture solution prepared by adding 20.7 mg of potassium carbonate and 16.2 mg of 3-bromo-2-methylpropene to the solution was heated under stirring at 100° C. for 4 hours. The reaction mixture solution was cooled to room temperature and then 3 mL of water and 4 mL of ethyl acetate were added under stirring, followed...